This data is from the Open Reaction Database (ORD), a public repository of structured organic reaction records. The task is: describe an organic reaction: reactants, conditions, products, and yield The product is CSc1ccc(CNC(=O)c2sc(NC(C)=O)nc2CCc2ccc(NC(=O)OC(C)(C)C)cc2)cc1. The reactants are CC(=O)Nc1nc(CCc2ccc(NC(=O)OC(C)(C)C)cc2)c(C(=O)O)s1, CCN=C=NCCCN(C)C, CSc1ccc(CN)cc1, Cl, [Na+], O=C([O-])O, CN(C)C=O, On1nnc2ccccc21. RXN SMILES: [C:1]([CH3:2])(=[O:3])[NH:4][c:5]1[s:6][c:7]([C:26](=[O:27])[OH:28])[c:8]([CH2:10][CH2:11][c:12]2[cH:13][cH:14][c:15]([NH:18][C:19](=[O:20])[O:21][C:22]([CH3:23])([CH3:24])[CH3:25])[cH:16][cH:17]2)[n:9]1.[CH2:50]([N:51]=[C:52]=[N:53][CH2:54][CH2:55][CH2:56][N:57]([CH3:58])[CH3:59])[CH3:60].[CH3:29][S:30][c:31]1[cH:32][cH:33][c:34]([CH2:35][NH2:36])[cH:37][cH:38]1.[ClH:49].[Na+:65].[O-:61][C:62]([OH:63])=[O:64].[O:66]=[CH:67][N:68]([CH3:69])[CH3:70].[OH:39][n:40]1[c:41]2[cH:42][cH:43][cH:44][cH:45][c:46]2[n:47][n:48]1>>[C:1]([CH3:2])(=[O:3])[NH:4][c:5]1[s:6][c:7]([C:26](=[O:28])[NH:36][CH2:35][c:34]2[cH:33][cH:32][c:31]([S:30][CH3:29])[cH:38][cH:37]2)[c:8]([CH2:10][CH2:11][c:12]2[cH:13][cH:14][c:15]([NH:18][C:19](=[O:20])[O:21][C:22]([CH3:23])([CH3:24])[CH3:25])[cH:16][cH:17]2)[n:9]1.